This data is from the Open Reaction Database (ORD), a public repository of structured organic reaction records. The task is: describe an organic reaction: reactants, conditions, products, and yield Reactants: CC(=O)N1Cc2cc(F)c(Cl)nc2C=Cc2ccccc21, C=Cc1ccccc1N(Cc1ncccc1I)C(C)=O. Product: CC(=O)N1Cc2ncccc2C=Cc2ccccc21. RXN SMILES: [C:21]([N:22]1[c:23]2[cH:24][cH:25][cH:26][cH:27][c:28]2[CH:29]=[CH:30][c:31]2[n:32][c:33]([Cl:34])[c:35]([F:36])[cH:37][c:38]2[CH2:39]1)(=[O:40])[CH3:41].[I:1][c:2]1[c:3]([CH2:8][N:9]([C:10]([CH3:11])=[O:12])[c:13]2[c:14]([CH:19]=[CH2:20])[cH:15][cH:16][cH:17][cH:18]2)[n:4][cH:5][cH:6][cH:7]1>>[c:2]12[c:3]([n:4][cH:5][cH:6][cH:7]1)[CH2:8][N:9]([C:10]([CH3:11])=[O:12])[c:13]1[c:14]([cH:15][cH:16][cH:17][cH:18]1)[CH:19]=[CH:20]2. Starting materials: COC1=CC(=C(CN2N=CC3=CC(=CC=C23)\C=C/2\C(NC(S2)=O)=O)C=C1)C(F)(F)F ((5Z)-5-({1-[4-methoxy-2-(trifluoromethyl)benzyl]-1H-indazol-5-yl}methylidene)-2,4-dioxo-1,3-thiazolidine), BrCCCl (1-bromo-2-chloroethane), OCCN1CCNCC1 (1-(2-hydroxyethyl)piperazine). Product: OCCN1CCN(CC1)CCN1C(S\C(\C1=O)=C/C=1C=C2C=NN(C2=CC1)CC1=C(C=C(C=C1)OC)C(F)(F)F)=O ((5Z)-3-{2-[4-(2-Hydroxyethyl)piperazin-1-yl]ethyl}-5-({1-[4-methoxy-2-(trifluoromethyl)benzyl]-1H-indazol-5-yl}methylidene)-1,3-thiazolidine-2,4-dione). As a reaction SMILES: [CH3:1][O:2][C:3]1[CH:26]=[CH:25][C:6]([CH2:7][N:8]2[C:16]3[C:11](=[CH:12][C:13](/[CH:17]=[C:18]4/[C:19](=[O:24])[NH:20][C:21](=[O:23])[S:22]/4)=[CH:14][CH:15]=3)[CH:10]=[N:9]2)=[C:5]([C:27]([F:30])([F:29])[F:28])[CH:4]=1.Br[CH2:32][CH2:33]Cl.[OH:35][CH2:36][CH2:37][N:38]1[CH2:43][CH2:42][NH:41][CH2:40][CH2:39]1>>[OH:35][CH2:36][CH2:37][N:38]1[CH2:43][CH2:42][N:41]([CH2:32][CH2:33][N:20]2[C:19](=[O:24])/[C:18](=[CH:17]/[C:13]3[CH:12]=[C:11]4[C:16](=[CH:15][CH:14]=3)[N:8]([CH2:7][C:6]3[CH:25]=[CH:26][C:3]([O:2][CH3:1])=[CH:4][C:5]=3[C:27]([F:30])([F:29])[F:28])[N:9]=[CH:10]4)/[S:22][C:21]2=[O:23])[CH2:40][CH2:39]1. Procedure: (5Z)-3-{2-[4-(2-Hydroxyethyl)piperazin-1-yl]ethyl}-5-({1-[4-methoxy-2-(trifluoromethyl)benzyl]-1H-indazol-5-yl}methylidene)-1,3-thiazolidine-2,4-dione was prepared from [(5Z)-5-({1-[4-methoxy-2-(trifluoromethyl)benzyl]-1H-indazol-5-yl}methylidene)-2,4-dioxo-1,3-thiazolidine (from Example 8), 1-bromo-2-chloroethane and 1-(2-hydroxyethyl)piperazine following General Procedure G. Solvent: CC(C)(C)O (t-BuOH). Reaction SMILES: [SH:1][CH2:2][CH:3]([CH2:7][C:8]1[CH:13]=[CH:12][CH:11]=[C:10]([Br:14])[CH:9]=1)[C:4]([OH:6])=[O:5].Cl>CC(O)(C)C>[C:3]([S:1][CH2:2][CH:3]([CH2:7][C:8]1[CH:13]=[CH:12][CH:11]=[C:10]([Br:14])[CH:9]=1)[C:4]([OH:6])=[O:5])([CH3:7])([CH3:4])[CH3:2]. Reported procedure: To the reaction mixture of step 5, under N2 atmosphere, was injected a mixture of t-BuOH (3 ml) and 37% HCl (2.5 ml). The reaction mixture was heated to reflux for 4 hours, then cooled to room temperature and partitioned between water and CH2Cl2. The combined CH2Cl2 phases were washed with brine, dried over sodium sulfate, filtered, and concentrated under reduced pressure. The crude product was purified by silica gel chromatography eluting with 0 to 5% EtOH in CH2Cl2 to give 2-(S-t-butylsulfanyl... Starting materials: Cl (HCl), SCC(C(=O)O)CC1=CC(=CC=C1)Br (2-Sulfanylmethyl-3-(3-bromophenyl)propionic acid). Product: C(C)(C)(C)SCC(C(=O)O)CC1=CC(=CC=C1)Br (2-(S-t-butylsulfanylmethyl)-3-(3-bromophenyl)propionic acid).